Dataset: the Open Reaction Database (ORD), a public repository of structured organic reaction records. Task: describe an organic reaction: reactants, conditions, products, and yield Starting materials: FC(C1=CC=C(C=N1)CCN)(F)F (2-(6-trifluoromethyl-pyridin-3-yl)-ethylamine), BrC1=CC2=C(CCO2)C=C1 (6-bromo-2,3-dihydro-benzofuran), cuprous iodide, C([O-])([O-])=O.[Cs+].[Cs+] (cesium carbonate). The reagents and catalysts are C(C)(=O)C1C(CCCC1)=O (2-acetylcyclohexanone). Solvent: CN(C)C=O (DMF). Run at temperature 120 celsius, time 2 hour. The product is O1CCC2=C1C=C(C=C2)NCCC=2C=NC(=CC2)C(F)(F)F ((2,3-Dihydro-benzofuran-6-yl)-[2-(6-trifluoromethyl-pyridin-3-yl)-ethyl]-amine). The yield is 52.1%. RXN SMILES: [F:1][C:2]([F:13])([F:12])[C:3]1[N:8]=[CH:7][C:6]([CH2:9][CH2:10][NH2:11])=[CH:5][CH:4]=1.Br[C:15]1[CH:23]=[CH:22][C:18]2[CH2:19][CH2:20][O:21][C:17]=2[CH:16]=1.C(=O)([O-])[O-].[Cs+].[Cs+]>C(C1CCCCC1=O)(=O)C.CN(C=O)C>[O:21]1[C:17]2[CH:16]=[C:15]([NH:11][CH2:10][CH2:9][C:6]3[CH:7]=[N:8][C:3]([C:2]([F:12])([F:1])[F:13])=[CH:4][CH:5]=3)[CH:23]=[CH:22][C:18]=2[CH2:19][CH2:20]1 |f:2.3.4|. Procedure: To 2-(6-trifluoromethyl-pyridin-3-yl)-ethylamine (955 mg, 5.0 mmol) were added 6-bromo-2,3-dihydro-benzofuran (1.00 g, 5.0 mmol), cuprous iodide (48 mg, 0.25 mmol) and cesium carbonate (3.27 g, 10.0 mmol) under an Ar-atmosphere. Then DMF (2.0 ml) and 2-acetylcyclohexanone (133 μl, 0.10 mmol) were added and the reaction mixture was stirred for 2 h at 120° C. It was cooled to ambient temperature and separated between TBME (40 ml) and water (15 ml). The organic layer was washed with brine (15 ml) a... The reactants are CCCC[B+]CCCC, CCN(C(C)C)C(C)C, CC=O, ClCCl, COC(=O)C(F)C(F)(F)F, O=S(=O)([O-])C(F)(F)F. Yields the product COC(=O)C(F)(C(C)O)C(F)(F)F. RXN SMILES: [CH2:9]([B+:10][CH2:11][CH2:12][CH2:13][CH3:14])[CH2:15][CH2:16][CH3:17].[CH:28]([N:29]([CH:30]([CH3:31])[CH3:32])[CH2:33][CH3:34])([CH3:35])[CH3:36].[CH:37]([CH3:38])=[O:39].[Cl:40][CH2:41][Cl:42].[F:18][CH:19]([C:20](=[O:21])[O:22][CH3:23])[C:24]([F:25])([F:26])[F:27].[S:1]([O-:2])([C:3]([F:4])([F:5])[F:6])(=[O:7])=[O:8]>>[F:18][C:19]([C:20](=[O:21])[O:22][CH3:23])([C:24]([F:25])([F:26])[F:27])[CH:37]([CH3:38])[OH:39]. The reactants are solution, C(CCC)[Li] (n-butyllithium), O1CCOC12CCC(CC2)=O (1,4-dioxaspiro[4.5]-decan-8-one), [I-].C(CC(C)C)[P+](C1=CC=CC=C1)(C1=CC=CC=C1)C1=CC=CC=C1 (isopentyltriphenylphosphonium iodide), C(C)(=O)OCC (ethyl acetate). Run in CCCCCC (n-hexane), O1CCCC1 (tetrahydrofuran), O (water), O1CCCC1 (tetrahydrofuran). Reaction conditions: time 1 hour. The product is CC(CC=C1CCC2(OCCO2)CC1)C (8-(3-methylbutylidene)-1,4-dioxaspiro[4.5]decane). Isolated yield 78.0%. Reaction SMILES: [I-].[CH2:2]([P+](C1C=CC=CC=1)(C1C=CC=CC=1)C1C=CC=CC=1)[CH2:3][CH:4]([CH3:6])[CH3:5].C([Li])CCC.[O:31]1[C:35]2([CH2:40][CH2:39][C:38](=O)[CH2:37][CH2:36]2)[O:34][CH2:33][CH2:32]1.C(OCC)(=O)C>O1CCCC1.CCCCCC.O>[CH3:5][CH:4]([CH3:6])[CH2:3][CH:2]=[C:38]1[CH2:39][CH2:40][C:35]2([O:34][CH2:33][CH2:32][O:31]2)[CH2:36][CH2:37]1 |f:0.1|. Procedure details: In 100 ml of tetrahydrofuran is suspended 39.8 g of isopentyltriphenylphosphonium iodide. At −25° C. to −20° C., 52 ml of a 1.6 mol/L solution of n-butyllithium in n-hexane is dropwise added to the suspension. After stirring the mixture thus obtained at −25° C. to −15° C. for one hour, the temperature is elevated to ambient temperature over a period of one hour. A solution of 10.0 g of 1,4-dioxaspiro[4.5]-decan-8-one in 50 ml of tetrahydrofuran is added to the reaction mixture and stirred at amb... Starting materials: N#N.C(C)(C)(C)OC1=CC=C(C=C1)C[C@@H]([C@@H](C[C@@]1(N(CCC1)C(C)(C)C)C(=O)N)O)NC([C@@H](NC(=O)C1=CC2=CC=CC=C2C=C1)CC(N)=O)=O (N2 [4-(4-tert.butoxyphenyl)-2(R)-hydroxy-3(S)-[[N-(2-naphthoyl)-L-asparaginyl]amino]butyl]-N1 -tert.butyl-L-prolinamide), Cl (hydrogen chloride). Solvent: C(C)(=O)OCC (ethyl acetate). Product: N#N.Cl.O[C@H](C[C@@]1(N(CCC1)C(C)(C)C)C(=O)N)[C@H](CC1=CC=C(C=C1)O)NC([C@@H](NC(=O)C1=CC2=CC=CC=C2C=C1)CC(N)=O)=O (N2 [2(R)-hydroxy-4-(4-hydroxyphenyl)-3(S)-[[N-(2-naphthoyl)-L-asparaginyl]amino]butyl]-N1 -tert.butyl-L-prolinamide hydrochloride). Reaction SMILES: [N:1]#[N:2].C([O:7][C:8]1[CH:13]=[CH:12][C:11]([CH2:14][C@H:15]([NH:31][C:32](=[O:51])[C@H:33]([CH2:47][C:48](=[O:50])[NH2:49])[NH:34][C:35]([C:37]2[CH:46]=[CH:45][C:44]3[C:39](=[CH:40][CH:41]=[CH:42][CH:43]=3)[CH:38]=2)=[O:36])[C@H:16]([OH:30])[CH2:17][C@@:18]2([C:27]([NH2:29])=[O:28])[CH2:22][CH2:21][CH2:20][N:19]2[C:23]([CH3:26])([CH3:25])[CH3:24])=[CH:10][CH:9]=1)(C)(C)C.[ClH:52]>C(OCC)(=O)C>[N:1]#[N:2].[ClH:52].[OH:30][C@@H:16]([C@@H:15]([NH:31][C:32](=[O:51])[C@H:33]([CH2:47][C:48](=[O:50])[NH2:49])[NH:34][C:35]([C:37]1[CH:46]=[CH:45][C:44]2[C:39](=[CH:40][CH:41]=[CH:42][CH:43]=2)[CH:38]=1)=[O:36])[CH2:14][C:11]1[CH:10]=[CH:9][C:8]([OH:7])=[CH:13][CH:12]=1)[CH2:17][C@@:18]1([C:27]([NH2:29])=[O:28])[CH2:22][CH2:21][CH2:20][N:19]1[C:23]([CH3:25])([CH3:26])[CH3:24] |f:0.1,4.5.6|. Procedure details: A solution of 90 mg of N2 -[4-(4-tert.butoxyphenyl)-2(R)-hydroxy-3(S)-[[N-(2-naphthoyl)-L-asparaginyl]amino]butyl]-N1 -tert.butyl-L-prolinamide in 40 ml of 3.5M hydrogen chloride in ethyl acetate was stirred at room temperature for 30 minutes. The solvent was removed by evaporation and the residue was triturated with diethyl ether and filtered to give 80 mg of N2 -[2(R)-hydroxy-4-(4-hydroxyphenyl)-3(S)-[[N-(2-naphthoyl)-L-asparaginyl]amino]butyl]-N1 -tert.butyl-L-prolinamide hydrochloride as a w... Reactants: FC1=C(C(=CC=C1)F)N1C(C=CC2=C1N=C(N=C2C=2C=C(C=CC2C)NC(=O)C=2SC=CC2)S(=O)(=O)C)=O (N-{3-[8-(2,6-difluorophenyl)-2-(methylsulfonyl)-7-oxo-7,8-dihydropyrido[2,3-d]pyrimidin-4-yl]-4-methylphenyl}-2-thiophenecarboxamide), NCCN(C(OC(C)(C)C)=O)C (1,1-dimethylethyl (2-aminoethyl)methylcarbamate). Yields the product FC1=C(C(=CC=C1)F)N1C(C=CC2=C1N=C(N=C2C=2C=C(C=CC2C)NC(=O)C=2SC=CC2)NCCNC)=O (N-[3-(8-(2,6-difluorophenyl)-2-{[2-(methylamino)ethyl]amino}-7-oxo-7,8-dihydropyrido[2,3-d]pyrimidin-4-yl)-4-methylphenyl]-2-thiophenecarboxamide). As a reaction SMILES: [F:1][C:2]1[CH:7]=[CH:6][CH:5]=[C:4]([F:8])[C:3]=1[N:9]1[C:14]2[N:15]=[C:16](S(C)(=O)=O)[N:17]=[C:18]([C:19]3[CH:20]=[C:21]([NH:26][C:27]([C:29]4[S:30][CH:31]=[CH:32][CH:33]=4)=[O:28])[CH:22]=[CH:23][C:24]=3[CH3:25])[C:13]=2[CH:12]=[CH:11][C:10]1=[O:38].[NH2:39][CH2:40][CH2:41][N:42](C)[C:43](=O)OC(C)(C)C>>[F:1][C:2]1[CH:7]=[CH:6][CH:5]=[C:4]([F:8])[C:3]=1[N:9]1[C:14]2[N:15]=[C:16]([NH:39][CH2:40][CH2:41][NH:42][CH3:43])[N:17]=[C:18]([C:19]3[CH:20]=[C:21]([NH:26][C:27]([C:29]4[S:30][CH:31]=[CH:32][CH:33]=4)=[O:28])[CH:22]=[CH:23][C:24]=3[CH3:25])[C:13]=2[CH:12]=[CH:11][C:10]1=[O:38]. Procedure details: The title compound was prepared as described in Example 2 from N-{3-[8-(2,6-difluorophenyl)-2-(methylsulfonyl)-7-oxo-7,8-dihydropyrido[2,3-d]pyrimidin-4-yl]-4-methylphenyl}-2-thiophenecarboxamide and 1,1-dimethylethyl (2-aminoethyl)methylcarbamate: LC-MS in/z 547 (M+H)+, 1.80 min (ret time). Starting materials: N#Cc1ccc2[nH]ccc2c1, O=C1CCC(=O)N1Cl, CN(C)C=O. Yields the product N#Cc1ccc2[nH]cc(Cl)c2c1. RXN SMILES: [C:1](#[N:2])[c:3]1[cH:4][c:5]2[cH:6][cH:7][nH:8][c:9]2[cH:10][cH:11]1.[Cl:12][N:13]1[C:14](=[O:15])[CH2:16][CH2:17][C:18]1=[O:19].[O:20]=[CH:21][N:22]([CH3:23])[CH3:24]>>[C:1](#[N:2])[c:3]1[cH:4][c:5]2[c:6]([Cl:12])[cH:7][nH:8][c:9]2[cH:10][cH:11]1. Starting materials: C1(=CC=C(C=C1)OCC=1C=C(C=CC1)C=CC(=O)O)C1=CC=CC=C1 (3-(3-(Biphenyl-4-yloxymethyl)phenyl)acrylic acid), BrC=1C=C(CBr)C=CC1 (3-Bromobenzyl bromide), C1(=CC=CC=C1)C1=CC=C(C=C1)O (4-phenylphenol), [H-].[Na+] (sodium hydride). The solvent is CN(C=O)C (N,N-dimethyl-formamide), O (water). Product: BrC=1C=C(COC2=CC=C(C=C2)C2=CC=CC=C2)C=CC1 (4-(3-bromo-benzyloxy)biphenyl). The yield is 95.0%. RXN SMILES: [C:1]1([C:20]2[CH:25]=[CH:24][CH:23]=[CH:22][CH:21]=2)[CH:6]=[CH:5][C:4]([O:7][CH2:8][C:9]2[CH:10]=[C:11](C=CC(O)=O)[CH:12]=[CH:13][CH:14]=2)=[CH:3][CH:2]=1.C1(C2C=CC(O)=CC=2)C=CC=CC=1.[H-].[Na+].[Br:41]C1C=C(C=CC=1)CBr>CN(C)C=O.O>[Br:41][C:11]1[CH:10]=[C:9]([CH:14]=[CH:13][CH:12]=1)[CH2:8][O:7][C:4]1[CH:5]=[CH:6][C:1]([C:20]2[CH:25]=[CH:24][CH:23]=[CH:22][CH:21]=2)=[CH:2][CH:3]=1 |f:2.3|. Reported procedure: 3-(3-(Biphenyl-4-yloxymethyl)phenyl)acrylic acid ##STR3## To a solution of 4-phenylphenol (6.13 g, 36 mmol) in dry N,N-dimethyl-formamide (100 ml) kept under an atmosphere of nitrogen, sodium hydride (1.73 g, 43.2 mmol, 60% dispersion in mineral oil) was added in portions and the reaction mixture was stirred until gas evolution ceased. 3-Bromobenzyl bromide (10.0 g, 39.61 mmol) was added in portions and the reaction mixture was stirred at room temperature for 18 h. To the reaction mixture water ...